describe an organic reaction: reactants, conditions, products, and yield From a dataset of the Open Reaction Database (ORD), a public repository of structured organic reaction records. Starting materials: ClC=1C(=NC=CC1)N1C(=CC=C1SC#N)C=O (1-(3-chloro-2-pyridinyl)-5-thiocyanato-1H-pyrrole-2-carbaldehyde), O.O.O.O.O.O.O.O.O.[S-2].[Na+].[Na+] (sodium sulfide nonahydrate), O (water). The solvent is C(C)(=O)O (acetic acid). Run at time 1 hour. Product: ClC=1C(=NC=CC1)N1C(=CC=C1S)C=O (1-(3-chloro-2-pyridinyl)-5-mercapto-1H-pyrrole-2-carbaldehyde). The yield is 78.9%. RXN SMILES: [Cl:1][C:2]1[C:3]([N:8]2[C:12]([S:13]C#N)=[CH:11][CH:10]=[C:9]2[CH:16]=[O:17])=[N:4][CH:5]=[CH:6][CH:7]=1.O.O.O.O.O.O.O.O.O.[S-2].[Na+].[Na+].O>C(O)(=O)C>[Cl:1][C:2]1[C:3]([N:8]2[C:12]([SH:13])=[CH:11][CH:10]=[C:9]2[CH:16]=[O:17])=[N:4][CH:5]=[CH:6][CH:7]=1 |f:1.2.3.4.5.6.7.8.9.10.11.12|. Procedure: A mixture of 0.70 g of 1-(3-chloro-2-pyridinyl)-5-thiocyanato-1H-pyrrole-2-carbaldehyde, 0.64 g of sodium sulfide nonahydrate and 10 ml of water was stirred for 1 hour under heat refluxing. The reaction mixture was allowed to cool to room temperature, adjusted to pH 5 by an addition of acetic acid, and then extracted with ethyl acetate two times. The organic layers were combined, washed with an aqueous saturated sodium chloride solution, dried over anhydrous magnesium sulfate, and concentrated u... Starting materials: Cl.N(C1=CC=CC=C1)C1=CC(=NC2=CC=C3C(=C12)NC=N3)C (9-Anilino-7-methyl-1H-imidazo[4,5-f]quinoline Hydrochloride), CN(C=O)C (dimethylformamide), crude product, C(C)(C)O (isopropanol). Product: Cl.ClC=1C=C(NC2=CC(=NC3=CC=C4C(=C23)NC=N4)C)C=CC1CC (9-(3-Chloro-4-ethylanilino)-7-methyl-1H-imidazo[4,5-f]quinoline Hydrochloride). RXN SMILES: [ClH:1].[NH:2]([C:9]1[C:18]2[C:13](=[CH:14][CH:15]=[C:16]3[N:21]=[CH:20][NH:19][C:17]3=2)[N:12]=[C:11]([CH3:22])[CH:10]=1)[C:3]1[CH:8]=[CH:7][CH:6]=[CH:5][CH:4]=1.CN(C)C=O.[CH:28](O)([CH3:30])C>>[ClH:1].[Cl:1][C:5]1[CH:4]=[C:3]([CH:8]=[CH:7][C:6]=1[CH2:28][CH3:30])[NH:2][C:9]1[C:18]2[C:13](=[CH:14][CH:15]=[C:16]3[N:21]=[CH:20][NH:19][C:17]3=2)[N:12]=[C:11]([CH3:22])[CH:10]=1 |f:0.1,4.5|. Reported procedure: A 500 ml. 3-neck, r.b. flask fitted with stirrer, condenser and thermometer was charged with the filtrate from Part A, the compound of Example I, C. (44.3 g. 0.204 mole) and an additional 100 ml. dimethylformamide and the mixture was heated at reflux overnight while stirring. The near solution was chilled and the crystals were collected by filtration. The solid was washed with ether (ca. 300 ml.). Crop I was dried at 60°C to yield 46.8 g. straw colored crystals, m.p. 258°-272°C. The ether filtra... Reactants: C(=O)(C(F)(F)F)O (TFA), C(C)(=O)Cl (acetyl chloride), BrC1=CC=C(C=C1)CC(=O)C1=CC=C(C=C1)Cl (2-(4-bromophenyl)-1-(4-chlorophenyl) ethanone). Yields the product BrC1=CC=C(C=C1)\C=C(\C1=CC=C(C=C1)Cl)/Cl (1-bromo-4-[(Z)-2-chloro-2-(4-chlorophenyl) vinyl] benzene). Yield: 74.5%. Reaction SMILES: C(O)(C(F)(F)F)=O.C([Cl:11])(=O)C.[Br:12][C:13]1[CH:18]=[CH:17][C:16]([CH2:19][C:20]([C:22]2[CH:27]=[CH:26][C:25]([Cl:28])=[CH:24][CH:23]=2)=O)=[CH:15][CH:14]=1>>[Br:12][C:13]1[CH:18]=[CH:17][C:16](/[CH:19]=[C:20](\[Cl:11])/[C:22]2[CH:27]=[CH:26][C:25]([Cl:28])=[CH:24][CH:23]=2)=[CH:15][CH:14]=1. Procedure: In a 250 mL flask, TFA (24.7 mL; 322.8 mmol) and acetyl chloride (18.34 mL; 258.23 mmol) were added in one portion into 2-(4-bromophenyl)-1-(4-chlorophenyl) ethanone (Vd) (10.0 g; 32.30 mmol) at RT. Protocol and work-up was then similar with those described above. The title compound (m=7.89 g) was obtained in a 74.5% yield. Melting point: 108° C. The reactants are BrC=1C=C(C=C2C(NC3=CC(=CC=C23)NC(C)=O)=O)C=CC1OC (N-[3-(3-bromo-4-methoxybenzylidene)-2-oxo-2,3-dihydro-1H-indol-6-yl]-acetamide), O (water), C([O-])([O-])=O.[Na+].[Na+] (sodium carbonate), C(C)(=O)NC=1C=C(C=CC1)B(O)O (3-acetylamino-phenylboronic acid). The reagents and catalysts are C=1C=CC(=CC1)[P](C=2C=CC=CC2)(C=3C=CC=CC3)[Pd]([P](C=4C=CC=CC4)(C=5C=CC=CC5)C=6C=CC=CC6)([P](C=7C=CC=CC7)(C=8C=CC=CC8)C=9C=CC=CC9)[P](C=1C=CC=CC1)(C=1C=CC=CC1)C=1C=CC=CC1 (Tetrakis(triphenylphosphine)palladium(0)). The solvent is C1(=CC=CC=C1)C (toluene), C(C)O (ethanol). Run at time 12 hour. The product is C(C)(=O)NC=1C=C(C=CC1)C1=CC(=CC=C1OC)C=C1C(NC2=CC(=CC=C12)NC(C)=O)=O (N-[3-(3′-acetylamino-6-methoxybiphenyl-3-ylmethylene)-2-oxo-2,3-dihydro-1H-indol-6-yl]-acetamide). Yield: 43.9%. RXN SMILES: Br[C:2]1[CH:3]=[C:4]([CH:20]=[CH:21][C:22]=1[O:23][CH3:24])[CH:5]=[C:6]1[C:14]2[C:9](=[CH:10][C:11]([NH:15][C:16](=[O:18])[CH3:17])=[CH:12][CH:13]=2)[NH:8][C:7]1=[O:19].C(=O)([O-])[O-].[Na+].[Na+].[C:31]([NH:34][C:35]1[CH:36]=[C:37](B(O)O)[CH:38]=[CH:39][CH:40]=1)(=[O:33])[CH3:32].O>C1(C)C=CC=CC=1.C(O)C.C1C=CC([P]([Pd]([P](C2C=CC=CC=2)(C2C=CC=CC=2)C2C=CC=CC=2)([P](C2C=CC=CC=2)(C2C=CC=CC=2)C2C=CC=CC=2)[P](C2C=CC=CC=2)(C2C=CC=CC=2)C2C=CC=CC=2)(C2C=CC=CC=2)C2C=CC=CC=2)=CC=1>[C:31]([NH:34][C:35]1[CH:40]=[C:39]([C:2]2[C:22]([O:23][CH3:24])=[CH:21][CH:20]=[C:4]([CH:5]=[C:6]3[C:14]4[C:9](=[CH:10][C:11]([NH:15][C:16](=[O:18])[CH3:17])=[CH:12][CH:13]=4)[NH:8][C:7]3=[O:19])[CH:3]=2)[CH:38]=[CH:37][CH:36]=1)(=[O:33])[CH3:32] |f:1.2.3,^1:58,60,79,98|. Reported procedure: Tetrakis(triphenylphosphine)palladium(0) (0.01 g) was added to a solution of N-[3-(3-bromo-4-methoxybenzylidene)-2-oxo-2,3-dihydro-1H-indol-6-yl]-acetamide (0.14 g) in toluene (1 ml) and ethanol (1 ml) followed by addition of 2M aqueous sodium carbonate (0.72 ml). To this mixture was 3-acetylamino-phenylboronic acid (0.07 g), and the mixture was held at 100° C. in a sealed tube for 12 hours. The reaction mixture was added to water (50 ml) and extracted with ethyl acetate (2×100 ml). The combined...